Dataset: the Open Reaction Database (ORD), a public repository of structured organic reaction records. Task: describe an organic reaction: reactants, conditions, products, and yield Starting materials: [H-].[Na+] (Sodium hydride), N1C=NC=C1 (Imidazole), ClC=1C=C(C=CC1C#N)C1=NN(C=C1)C[C@H](C)NC(=O)C=1N=C(OC1)CCl ((S)—N-(1-(3-(3-chloro-4-cyanophenyl)-1H-pyrazol-1-yl)propan-2-yl)-2-(chloromethyl)oxazole-4-carboxamide). The solvent is CN(C)C=O (DMF), CN(C)C=O (DMF). Reaction conditions: temperature 0 celsius, time 60 minute. Yields the product N1(C=NC=C1)CC=1OC=C(N1)C(=O)NC(CN1N=C(C=C1)C1=CC(=C(C=C1)C#N)Cl)C (2-((1H-imidazol-1-yl)methyl)-N-(1-(3-(3-chloro-4-cyanophenyl)-1H-pyrazol-1-yl)propan-2-yl)oxazole-4-carboxamide). The yield is 8.2%. As a reaction SMILES: [H-].[Na+].[NH:3]1[CH:7]=[CH:6][N:5]=[CH:4]1.[Cl:8][C:9]1[CH:10]=[C:11]([C:17]2[CH:21]=[CH:20][N:19]([CH2:22][C@@H:23]([NH:25][C:26]([C:28]3[N:29]=[C:30]([CH2:33]Cl)[O:31][CH:32]=3)=[O:27])[CH3:24])[N:18]=2)[CH:12]=[CH:13][C:14]=1[C:15]#[N:16]>CN(C=O)C>[N:3]1([CH2:33][C:30]2[O:31][CH:32]=[C:28]([C:26]([NH:25][CH:23]([CH3:24])[CH2:22][N:19]3[CH:20]=[CH:21][C:17]([C:11]4[CH:12]=[CH:13][C:14]([C:15]#[N:16])=[C:9]([Cl:8])[CH:10]=4)=[N:18]3)=[O:27])[N:29]=2)[CH:7]=[CH:6][N:5]=[CH:4]1 |f:0.1|. Reported procedure: Sodium hydride (11.87 mg, 0.297 mmol) was added into a flask under nitrogen atmosphere. The flask was cooled to 0° C. and DMF was added through a septum. Imidazole (13.47 mg, 0.198 mmol) was added and the mixture was stirred for 60 min in RT. The mixture was again cooled to 0° C. and (S)—N-(1-(3-(3-chloro-4-cyanophenyl)-1H-pyrazol-1-yl)propan-2-yl)-2-(chloromethyl)oxazole-4-carboxamide (80 mg, 0.198 mmol) in DMF was added dropwise. The reaction mixture was stirred overnight in RT. DMF was evapor... Starting materials: O=[N+]([O-])c1cc(CBr)n(CCBr)n1, C1CCOC1, NC1CC1. Yields the product O=[N+]([O-])c1cc2n(n1)CCN(C1CC1)C2. As a reaction SMILES: [Br:1][CH2:2][CH2:3][n:4]1[n:5][c:6]([N+:11](=[O:12])[O-:13])[cH:7][c:8]1[CH2:9][Br:10].[CH2:18]1[O:19][CH2:20][CH2:21][CH2:22]1.[CH:14]1([NH2:17])[CH2:15][CH2:16]1>>[CH2:2]1[CH2:3][n:4]2[n:5][c:6]([N+:11](=[O:12])[O-:13])[cH:7][c:8]2[CH2:9][N:17]1[CH:14]1[CH2:15][CH2:16]1. Reactants: FC1=C(C=CC=C1)NC(NC=1SC=C(N1)C(C(=O)OCC)=O)=S (ethyl 2-(3-o-fluorophenylthioureido)thiazol-4-ylglyoxylate), S1C(=S)N(C(=O)C1)CC(=O)O (rhodanine-3-acetic acid), [Cl-].[NH4+] (ammonium chloride), N (ammonia). The solvent is C(C)O (ethanol). Product: C(C)OC(=O)C(C=1N=C(SC1)NC(=S)NC1=C(C=CC=C1)F)=C1C(N(C(S1)=S)CC(=O)O)=O (5-{1-Ethoxycarbonyl-1-[2-(3-o-fluorophenylthioureido)-thiazol-4-yl]methylene}rhodanine-3-acetic acid). As a reaction SMILES: [F:1][C:2]1[CH:7]=[CH:6][CH:5]=[CH:4][C:3]=1[NH:8][C:9](=[S:23])[NH:10][C:11]1[S:12][CH:13]=[C:14]([C:16](=O)[C:17]([O:19][CH2:20][CH3:21])=[O:18])[N:15]=1.[S:24]1[CH2:30][C:28](=[O:29])[N:27]([CH2:31][C:32]([OH:34])=[O:33])[C:25]1=[S:26].[Cl-].[NH4+].N>C(O)C>[CH2:20]([O:19][C:17]([C:16](=[C:30]1[S:24][C:25](=[S:26])[N:27]([CH2:31][C:32]([OH:34])=[O:33])[C:28]1=[O:29])[C:14]1[N:15]=[C:11]([NH:10][C:9]([NH:8][C:3]2[CH:4]=[CH:5][CH:6]=[CH:7][C:2]=2[F:1])=[S:23])[S:12][CH:13]=1)=[O:18])[CH3:21] |f:2.3|. Procedure details: Following a procedure similar to that described in Example 1, the desired compound was prepared from 7 g of ethyl 2-(3-o-fluorophenylthioureido)thiazol-4-ylglyoxylate, 3.8g of rhodanine-3-acetic acid, 2 g of ammonium chloride, ml of 28% v/v aqueous ammonia and 100 ml of ethanol. The resulting product was a yellow powder having the following physical properties. As a reaction SMILES: [Br:1][c:2]1[c:3]([CH3:12])[cH:4][c:5]([S:8](=[O:9])(=[O:10])[Cl:11])[cH:6][cH:7]1.[CH3:13][C:14]([CH3:15])([CH3:16])[NH2:17].[Cl:18][CH2:19][Cl:20]>>[Br:1][c:2]1[c:3]([CH3:12])[cH:4][c:5]([S:8](=[O:9])(=[O:10])[NH:17][C:14]([CH3:13])([CH3:15])[CH3:16])[cH:6][cH:7]1. Starting materials: Cc1cc(S(=O)(=O)Cl)ccc1Br, CC(C)(C)N, ClCCl. Yields the product Cc1cc(S(=O)(=O)NC(C)(C)C)ccc1Br. Reactants: COC(=O)c1cn(C2CC2)c2c(C#N)c(Cl)c(F)cc2c1=O, CC#N, C1CNC2CNCC2C1, C1CN2CCN1CC2. Product: COC(=O)c1cn(C2CC2)c2c(C#N)c(N3CC4CCCNC4C3)c(F)cc2c1=O. Reaction SMILES: [C:1](#[N:2])[c:3]1[c:4]([Cl:22])[c:5]([F:21])[cH:6][c:7]2[c:8](=[O:20])[c:9]([C:16](=[O:17])[O:18][CH3:19])[cH:10][n:11]([CH:13]3[CH2:14][CH2:15]3)[c:12]12.[CH3:40][C:41]#[N:42].[CH:23]12[NH:24][CH2:25][CH2:26][CH2:27][CH:28]1[CH2:29][NH:30][CH2:31]2.[N:32]12[CH2:33][CH2:34][N:35]([CH2:36][CH2:37]1)[CH2:38][CH2:39]2>>[C:1](#[N:2])[c:3]1[c:4]([N:30]2[CH2:29][CH:28]3[CH:23]([NH:24][CH2:25][CH2:26][CH2:27]3)[CH2:31]2)[c:5]([F:21])[cH:6][c:7]2[c:8](=[O:20])[c:9]([C:16](=[O:17])[O:18][CH3:19])[cH:10][n:11]([CH:13]3[CH2:14][CH2:15]3)[c:12]12. The reactants are B(=O)[O-].[Na+] (sodium boranate), C(#N)C1=CC=C(OCC=2C=C(C(=O)OC)C=CC2)C=C1 (methyl 3-(4-cyano-phenoxymethyl)-benzoate), [OH-].[Na+] (sodium hydroxide). Solvent: CO (methanol), C1CCOC1 (THF). Run at temperature 62 celsius, time 5 hour. Product: OCC=1C=C(COC2=CC=C(C#N)C=C2)C=CC1 (4-(3-hydroxymethyl-benzyloxy)-benzonitrile). RXN SMILES: [C:1]([C:3]1[CH:20]=[CH:19][C:6]([O:7][CH2:8][C:9]2[CH:10]=[C:11]([CH:16]=[CH:17][CH:18]=2)[C:12](OC)=[O:13])=[CH:5][CH:4]=1)#[N:2].B([O-])=O.[Na+].[OH-].[Na+]>C1COCC1.CO>[OH:13][CH2:12][C:11]1[CH:10]=[C:9]([CH:18]=[CH:17][CH:16]=1)[CH2:8][O:7][C:6]1[CH:19]=[CH:20][C:3]([C:1]#[N:2])=[CH:4][CH:5]=1 |f:1.2,3.4|. Procedure: 20.05 kg (26.7 mol) of methyl 3-(4-cyano-phenoxymethyl)-benzoate are dissolved in 100 litres of THF and 40 litres of methanol. At 40 to 45° C., 8.51 kg of sodium boranate are added in batches. The reaction is completed by stirring the reaction mixture at 61 to 63° C. for about 5 hours. The reaction mixture is then cooled to 25° C. and 90 litres of a 15% sodium hydroxide solution are added. After stirring, the aqueous supernatant is separated off and mixed with 30 litres of a 22.5% sodium hydroxi...